From a dataset of the Open Reaction Database (ORD), a public repository of structured organic reaction records. describe an organic reaction: reactants, conditions, products, and yield Starting materials: [BH4-], CC(C)(C)OC(=O)Nc1nc(C=C2CN(C(c3ccccc3)(c3ccccc3)c3ccccc3)CCC2=O)cs1, CCO, ClCCl, [Na+]. Yields the product CC(C)(C)OC(=O)Nc1nc(C=C2CN(C(c3ccccc3)(c3ccccc3)c3ccccc3)CCC2O)cs1. As a reaction SMILES: [BH4-:1].[C:3]([CH3:4])([CH3:5])([CH3:6])[O:7][C:8](=[O:9])[NH:10][c:11]1[s:12][cH:13][c:14]([CH:16]=[C:17]2[CH2:18][N:19]([C:24]([c:25]3[cH:26][cH:27][cH:28][cH:29][cH:30]3)([c:31]3[cH:32][cH:33][cH:34][cH:35][cH:36]3)[c:37]3[cH:38][cH:39][cH:40][cH:41][cH:42]3)[CH2:20][CH2:21][C:22]2=[O:23])[n:15]1.[CH3:46][CH2:47][OH:48].[Cl:43][CH2:44][Cl:45].[Na+:2]>>[C:3]([CH3:4])([CH3:5])([CH3:6])[O:7][C:8](=[O:9])[NH:10][c:11]1[s:12][cH:13][c:14]([CH:16]=[C:17]2[CH2:18][N:19]([C:24]([c:25]3[cH:26][cH:27][cH:28][cH:29][cH:30]3)([c:31]3[cH:32][cH:33][cH:34][cH:35][cH:36]3)[c:37]3[cH:38][cH:39][cH:40][cH:41][cH:42]3)[CH2:20][CH2:21][CH:22]2[OH:23])[n:15]1. Starting materials: NCC=1C(=C(C(=CC1)Cl)OC=1C=C(C#N)C=C(C1)C(=C)C)F (3-{[3-(aminomethyl)-6-chloro-2-fluorophenyl]oxy}-5-(1-methylethenyl)benzonitrile). Reagents/catalysts: [Pt](=O)=O (platinum(IV) oxide). Run in C(C)O (ethanol). Yields the product NCC=1C(=C(C(=CC1)Cl)OC=1C=C(C#N)C=C(C1)C(C)C)F (3-{[3-(aminomethyl)-6-chloro-2-fluorophenyl]oxy}-5-(1-methylethyl)benzonitrile). RXN SMILES: [NH2:1][CH2:2][C:3]1[C:4]([F:22])=[C:5]([O:10][C:11]2[CH:12]=[C:13]([CH:16]=[C:17]([C:19]([CH3:21])=[CH2:20])[CH:18]=2)[C:14]#[N:15])[C:6]([Cl:9])=[CH:7][CH:8]=1>C(O)C.[Pt](=O)=O>[NH2:1][CH2:2][C:3]1[C:4]([F:22])=[C:5]([O:10][C:11]2[CH:12]=[C:13]([CH:16]=[C:17]([CH:19]([CH3:20])[CH3:21])[CH:18]=2)[C:14]#[N:15])[C:6]([Cl:9])=[CH:7][CH:8]=1. Procedure: 3-{[3-(aminomethyl)-6-chloro-2-fluorophenyl]oxy}-5-(1-methylethenyl)benzonitrile (0.067 g, 0.212 mmol) dissolved in ethanol (10 mL) was treated with platinum(IV) oxide (0.050 g, 0.220 mmol) under hydrogen (1 atm) at 25° C. for 4 h. LC-MS indicates ˜90% conversion but multiple impurities are present. The reaction mixture was filtered through Celite and concentrated to give crude 3-{[3-(aminomethyl)-6-chloro-2-fluorophenyl]oxy}-5-(1-methylethyl)benzonitrile as an amber oil which was used without f... Reactants: Cl (hydrochloric acid), CO (methanol), CO (methanol), ClCC(CCOC1=CC2=C(CC(CO2)C2=CC=CC=C2)C=C1)O (1-chloro-4-(3-phenyl-3,4-dihydro-2H-1-benzopyrane-7-yloxy)-2-butanol), C1(CCCCC1)N (cyclohexylamine). Run at time 3 hour. Yields the product Cl.C1(CCCCC1)NCCC(COC1=CC2=C(CC(CO2)C2=CC=CC=C2)C=C1)O (4-cyclohexylamino-1-(3-phenyl-3,4-dihydro-2H-1-benzopyrane-7-yloxy)-2-butanol-hydrochloride). RXN SMILES: [Cl:1][CH2:2][CH:3](O)[CH2:4][CH2:5][O:6][C:7]1[CH:22]=[CH:21][C:10]2[CH2:11][CH:12]([C:15]3[CH:20]=[CH:19][CH:18]=[CH:17][CH:16]=3)[CH2:13][O:14][C:9]=2[CH:8]=1.[CH:24]1([NH2:30])[CH2:29][CH2:28][CH2:27][CH2:26][CH2:25]1.Cl.C[OH:33]>>[ClH:1].[CH:24]1([NH:30][CH2:2][CH2:3][CH:4]([OH:33])[CH2:5][O:6][C:7]2[CH:22]=[CH:21][C:10]3[CH2:11][CH:12]([C:15]4[CH:20]=[CH:19][CH:18]=[CH:17][CH:16]=4)[CH2:13][O:14][C:9]=3[CH:8]=2)[CH2:29][CH2:28][CH2:27][CH2:26][CH2:25]1 |f:4.5|. Reported procedure: A mixture of 6.64 g 1-chloro-4-(3-phenyl-3,4-dihydro-2H-1-benzopyrane-7-yloxy)-2-butanol and 3.7 cm3 cyclohexylamine was kept at 95° C. for 3 hours. The mixture was dissolved in 10 cm3 of methanol, 6 cm3 of methanol saturated with hydrochloric acid was added thereto, then the solution was evaporated. The residue was dissolved in 40 cm3 of benzene, the benzene solution was extracted with water and evaporated; 6.2 g crude 4-cyclohexylamino-1-(3-phenyl-3,4-dihydro-2H-1-benzopyrane-7-yloxy)-2-butano... Starting materials: OC1=C(C=CC(=C1)OC)C(C)=O (1-(2-hydroxy-4-methoxy-phenyl)-ethanone), COC1=NC=C(C(=N1)OC)CC(=O)O ((2,4-dimethoxy-pyrimidin-5-yl)-acetic acid). The product is COC1=NC=C(C(=N1)OC)C=1C(OC2=CC(=CC=C2C1C)OC)=O (3-(2,4-Dimethoxy-pyrimidin-5-yl)-7-methoxy-4-methyl-chromen-2-one). Reaction SMILES: [OH:1][C:2]1[CH:7]=[C:6]([O:8][CH3:9])[CH:5]=[CH:4][C:3]=1[C:10](=O)[CH3:11].[CH3:13][O:14][C:15]1[N:20]=[C:19]([O:21][CH3:22])[C:18]([CH2:23][C:24](O)=[O:25])=[CH:17][N:16]=1>>[CH3:13][O:14][C:15]1[N:20]=[C:19]([O:21][CH3:22])[C:18]([C:23]2[C:24](=[O:25])[O:1][C:2]3[C:3]([C:10]=2[CH3:11])=[CH:4][CH:5]=[C:6]([O:8][CH3:9])[CH:7]=3)=[CH:17][N:16]=1. Procedure details: The title product was prepared as a white solid according to the procedure described in Example 9 using 1-(2-hydroxy-4-methoxy-phenyl)-ethanone and (2,4-dimethoxy-pyrimidin-5-yl)-acetic acid as the starting material. Reactants: C1(CC1)[C@](CNC(=O)C1=NC(=C(N=C1)Br)C1=CC=C(C=C1)Cl)(C)O (5-bromo-6-(4-chloro-phenyl)-pyrazine-2-carboxylic acid ((S)-2-cyclopropyl-2-hydroxy-propyl)-amide), N1=C(N=CC=C1)CO (pyrimidin-2-yl-methanol). Yields the product C1(CC1)[C@](CNC(=O)C1=NC(=C(N=C1)OCC1=NC=CC=N1)C1=CC=C(C=C1)Cl)(C)O (6-(4-Chloro-phenyl)-5-(pyrimidin-2-ylmethoxy)-pyrazine-2-carboxylic acid ((S)-2-cyclopropyl-2-hydroxy-propyl)-amide). Reaction SMILES: [CH:1]1([C@@:4]([OH:24])([CH3:23])[CH2:5][NH:6][C:7]([C:9]2[CH:14]=[N:13][C:12](Br)=[C:11]([C:16]3[CH:21]=[CH:20][C:19]([Cl:22])=[CH:18][CH:17]=3)[N:10]=2)=[O:8])[CH2:3][CH2:2]1.[N:25]1[CH:30]=[CH:29][CH:28]=[N:27][C:26]=1[CH2:31][OH:32]>>[CH:1]1([C@@:4]([OH:24])([CH3:23])[CH2:5][NH:6][C:7]([C:9]2[CH:14]=[N:13][C:12]([O:32][CH2:31][C:26]3[N:27]=[CH:28][CH:29]=[CH:30][N:25]=3)=[C:11]([C:16]3[CH:21]=[CH:20][C:19]([Cl:22])=[CH:18][CH:17]=3)[N:10]=2)=[O:8])[CH2:3][CH2:2]1. Procedure: In analogy to example 26, however by starting from 5-bromo-6-(4-chloro-phenyl)-pyrazine-2-carboxylic acid ((S)-2-cyclopropyl-2-hydroxy-propyl)-amide and pyrimidin-2-yl-methanol the title compound was obtained as light yellow solid. MS (ISP) (M+H+)=440.2.